Dataset: the Open Reaction Database (ORD), a public repository of structured organic reaction records. Task: describe an organic reaction: reactants, conditions, products, and yield The reactants are C1(=CC=CC=C1)C (toluene), C1=C(C=CC2=CC=CC=C12)O (2-Naphthol), ClCCO (2-chloroethanol), [OH-].[Na+] (Sodium hydroxide). Product: C1=C(C=CC2=CC=CC=C12)OCCO (2-(2-Naphthoxy) Ethanol). RXN SMILES: [CH:1]1[C:10]2[C:5](=[CH:6][CH:7]=[CH:8][CH:9]=2)[CH:4]=[CH:3][C:2]=1[OH:11].[OH-].[Na+].Cl[CH2:15][CH2:16][OH:17].C1(C)C=CC=CC=1>CS(C)=O>[CH:1]1[C:10]2[C:5](=[CH:6][CH:7]=[CH:8][CH:9]=2)[CH:4]=[CH:3][C:2]=1[O:11][CH2:15][CH2:16][OH:17] |f:1.2|. The yield is 70.0%. Reported procedure: The reaction set-up consisted of a three necked round bottom flask, equipped with a thermometer, condenser and a mechanical stirrer, and a dropping funnel. 2-Naphthol, 100 g (0.6936 moles), was dissolved in 60 mL of dimethyl sulfoxide. Sodium hydroxide, 27.7 g (0.6936 moles), was carefully added to the solution. Then 2-chloroethanol, 61.4 g (0.7629 moles), was slowly added, keeping the reaction temperature at 80 C. The reaction was followed by GC. After 80% conversion was achieved, the reaction ... Run in CS(=O)C (dimethyl sulfoxide).